From a dataset of the Open Reaction Database (ORD), a public repository of structured organic reaction records. describe an organic reaction: reactants, conditions, products, and yield The reactants are C(C)(C)(C)OC(=O)N1[C@H](CN(CC1)C(=O)C1=CC=CC2=CC=CC=C12)CCO (1-tert-butoxycarbonyl-2(S)-(2-hydroxyethyl)-4-(1-naphthoyl)piperazine), [H-].[Na+] (sodium hydride), C(CC)I (n-propyl iodide). Yields the product C(C)(C)(C)OC(=O)N1[C@H](CN(CC1)C(=O)C1=CC=CC2=CC=CC=C12)CCOCCC (1-tert-butoxycarbonyl-2(S)-(2-(1-propoxy)ethyl)-4-(1-naphthoyl)piperazine). RXN SMILES: [C:1]([O:5][C:6]([N:8]1[CH2:13][CH2:12][N:11]([C:14]([C:16]2[C:25]3[C:20](=[CH:21][CH:22]=[CH:23][CH:24]=3)[CH:19]=[CH:18][CH:17]=2)=[O:15])[CH2:10][C@@H:9]1[CH2:26][CH2:27][OH:28])=[O:7])([CH3:4])([CH3:3])[CH3:2].[H-].[Na+].[CH2:31](I)[CH2:32][CH3:33]>>[C:1]([O:5][C:6]([N:8]1[CH2:13][CH2:12][N:11]([C:14]([C:16]2[C:25]3[C:20](=[CH:21][CH:22]=[CH:23][CH:24]=3)[CH:19]=[CH:18][CH:17]=2)=[O:15])[CH2:10][C@@H:9]1[CH2:26][CH2:27][O:28][CH2:31][CH2:32][CH3:33])=[O:7])([CH3:4])([CH3:3])[CH3:2] |f:1.2|. Procedure: The product from Step B was reacted with sodium hydride (0.220 g, 60% dispersion in oil, 5.4 mmol) and n-propyl iodide (0.375 mL, 3.85 mmol) according to the procedure described in Example 7, Step C. The crude product was chromatographed on silica gel with 30% ethyl acetate in hexane. The title compound was obtained as a foam, (0.400 g). The reactants are COC=1C=C(N)C=CC1 (m-methoxyaniline), CCOC=C(C(=O)OCC)C(=O)OCC (diethyl ethoxymethylene malonate). Run in C(Cl)Cl (CH2Cl2). Reaction conditions: temperature 110 celsius, time 2 hour. The product is COC1=CC=C2C(=C(C=NC2=C1)C(=O)OCC)O (7-methoxy-4-hydroxy-3-ethoxycarbonylquinoline). Reaction SMILES: [CH3:1][O:2][C:3]1[CH:4]=[C:5]([CH:7]=[CH:8][CH:9]=1)[NH2:6].CC[O:12][CH:13]=[C:14]([C:20](OCC)=O)[C:15]([O:17][CH2:18][CH3:19])=[O:16]>C(Cl)Cl>[CH3:1][O:2][C:3]1[CH:4]=[C:5]2[C:7]([C:13]([OH:12])=[C:14]([C:15]([O:17][CH2:18][CH3:19])=[O:16])[CH:20]=[N:6]2)=[CH:8][CH:9]=1. Reported procedure: A mixture of m-methoxyaniline (35 g, 0.28 mol) and diethyl ethoxymethylene malonate (74 g, 0.34 mol) was stirred 2 h at 110° C. under reduce pressure. The mixture was heated at 240° C. under reduced pressure for an additional 2 h. The resulting solid was suspended in CH2Cl2, filtered off and washed with CH2Cl2 to yield 7-methoxy-4-hydroxy-3-ethoxycarbonylquinoline as a white solid. Reactants: CC1(CN(S(N1)(=O)=O)C1=C(C#N)C=CC(=C1)F)C (2-(4,4-dimethyl-1,1-dioxido-1,2,5-thiadiazolidin-2-yl)-4-fluorobenzonitrile), [H-].[Na+] (NaH), IC (Iodomethane). The solvent is O (H2O), CN(C)C=O (DMF). Reaction conditions: time 5 minute. Product: FC1=CC(=C(C#N)C=C1)N1S(N(C(C1)(C)C)C)(=O)=O (4-Fluoro-2-(4,4,5-trimethyl-1,1-dioxido-1,2,5-thiadiazolidin-2-yl)benzonitrile). Yield: 100.1%. RXN SMILES: [CH3:1][C:2]1([CH3:18])[NH:6][S:5](=[O:8])(=[O:7])[N:4]([C:9]2[CH:16]=[C:15]([F:17])[CH:14]=[CH:13][C:10]=2[C:11]#[N:12])[CH2:3]1.[H-].[Na+].I[CH3:22]>CN(C=O)C.O>[F:17][C:15]1[CH:14]=[CH:13][C:10]([C:11]#[N:12])=[C:9]([N:4]2[CH2:3][C:2]([CH3:18])([CH3:1])[N:6]([CH3:22])[S:5]2(=[O:8])=[O:7])[CH:16]=1 |f:1.2|. Reported procedure: To a solution of 2-(4,4-dimethyl-1,1-dioxido-1,2,5-thiadiazolidin-2-yl)-4-fluorobenzonitrile (3.18 g, 11.81 mmol) in DMF (40 mL) was added NaH (0.312 g, 12.99 mmol) and the mixture stirred for 5 min. Iodomethane (1.477 mL, 23.62 mmol) was added and the mixture stirred at 90° C. for 2 h then at room temperature for 16 h. The mixture was diluted with H2O and extracted with ethyl acetate. The organic phase was washed two times with H2O followed by brine, dried (Na2SO4), filtered and concentrated to... Starting materials: CC1=[N+](C2=CC=C(C=C2C=C1)[N+](=O)[O-])[O-] (2-Methyl-6-nitroquinoline N-oxide), C1(=CC=C(C=C1)S(=O)(=O)Cl)C (p-toluenesulfonyl chloride), C(C)(=O)OCC (ethyl acetate). Solvent: ClC(C)Cl (dichloroethane). Run at temperature 100 celsius, time 8 hour. The product is ClCC1=NC2=CC=C(C=C2C=C1)[N+](=O)[O-] (2-(Chloromethyl)-6-nitroquinoline). Yield: 55.8%. RXN SMILES: [CH3:1][C:2]1[CH:11]=[CH:10][C:9]2[C:4](=[CH:5][CH:6]=[C:7]([N+:12]([O-:14])=[O:13])[CH:8]=2)[N+:3]=1[O-].C1(C)C=CC(S([Cl:25])(=O)=O)=CC=1.C(OCC)(=O)C>ClC(Cl)C>[Cl:25][CH2:1][C:2]1[CH:11]=[CH:10][C:9]2[C:4](=[CH:5][CH:6]=[C:7]([N+:12]([O-:14])=[O:13])[CH:8]=2)[N:3]=1. Reported procedure: 2-Methyl-6-nitroquinoline N-oxide (13.0 g, 63.72 mmol) was added to a stirring solution of p-toluenesulfonyl chloride (13.5 g, 70.81 mmol) in dichloroethane (200 mL). The reaction was stirred overnight at 100° C. and then stirred at room temperature for 2 days. To the reaction mixture was added ethyl acetate. A solid precipitated and was filtered and recrystallized from acetone/water to afford 7.91 g (56%) of pure product. Reactants: C(#N)C=1C=C2C=CNC2=CC1 (5-cyanoindole), C(C)[Mg]Br (ethylmagnesium bromide), CC1(C(C1(C)C)C(=O)Cl)C (2,2,3,3-tetramethylcyclopropanecarbonyl chloride). The reagents and catalysts are [Cl-].[Zn+2].[Cl-] (zinc chloride). The solvent is ClCCl (dichloromethane). Yields the product CC1(C(C1(C)C)C(=O)C1=CNC2=CC=C(C=C12)C#N)C (3-(2,2,3,3-Tetramethyl-cyclopropanecarbonyl)-1H-indole-5-carbonitrile). Isolated yield 17.0%. Reaction SMILES: [C:1]([C:3]1[CH:4]=[C:5]2[C:9](=[CH:10][CH:11]=1)[NH:8][CH:7]=[CH:6]2)#[N:2].C([Mg]Br)C.[CH3:16][C:17]1([CH3:25])[C:19]([CH3:21])([CH3:20])[CH:18]1[C:22](Cl)=[O:23]>ClCCl.[Cl-].[Zn+2].[Cl-]>[CH3:16][C:17]1([CH3:25])[C:19]([CH3:21])([CH3:20])[CH:18]1[C:22]([C:6]1[C:5]2[C:9](=[CH:10][CH:11]=[C:3]([C:1]#[N:2])[CH:4]=2)[NH:8][CH:7]=1)=[O:23] |f:4.5.6|. Reported procedure: A mixture of 5-cyanoindole (1.42 g, 10 mmol), ethylmagnesium bromide (1.0 M solution in THF, 11 mL, 11 mmol), zinc chloride (1.0 M solution in Et2O, 11 mL, 11 mmol) and the product of Example 1A (10 mmol) in 30 mL of dichloromethane was processed as described in Example 1B to provide the title compound (0.45 g, 1.7 mmol, 17% yield). MS (DCI/NH3) m/z 267 (M+H)+.